Dataset: the Open Reaction Database (ORD), a public repository of structured organic reaction records. Task: describe an organic reaction: reactants, conditions, products, and yield The reactants are NC1=C(C=C(C=C1)[C@@H]1CN(CCO1)C(=O)OC(C)(C)C)C ((+)-(R)-tert-butyl 2-(4-amino-3-methylphenyl)morpholine-4-carboxylate), C([O-])([O-])=O.[Na+].[Na+] (sodium carbonate), ClC1=CC=C(C=N1)N (6-Chloropyridin-3-amine), ClC(Cl)(OC(OC(Cl)(Cl)Cl)=O)Cl (triphosgene). The solvent is ClCCl (dichloromethane), O (water), ClCCl (dichloromethane). Run at temperature 0 celsius, time 1 hour. Product: ClC1=CC=C(C=N1)NC(NC1=C(C=C(C=C1)[C@@H]1CN(CCO1)C(=O)OC(C)(C)C)C)=O ((R)-tert-butyl 2-(4-(3-(6-chloropyridin-3-yl)ureido)-3-methylphenyl)morpholine-4-carboxylate). Isolated yield 70.0%. As a reaction SMILES: [NH2:1][C:2]1[CH:7]=[CH:6][C:5]([C@H:8]2[O:13][CH2:12][CH2:11][N:10]([C:14]([O:16][C:17]([CH3:20])([CH3:19])[CH3:18])=[O:15])[CH2:9]2)=[CH:4][C:3]=1[CH3:21].[C:22](=[O:25])([O-])[O-].[Na+].[Na+].ClC(Cl)(OC(=O)OC(Cl)(Cl)Cl)Cl.[Cl:40][C:41]1[N:46]=[CH:45][C:44]([NH2:47])=[CH:43][CH:42]=1>ClCCl.O>[Cl:40][C:41]1[N:46]=[CH:45][C:44]([NH:47][C:22](=[O:25])[NH:1][C:2]2[CH:7]=[CH:6][C:5]([C@H:8]3[O:13][CH2:12][CH2:11][N:10]([C:14]([O:16][C:17]([CH3:18])([CH3:20])[CH3:19])=[O:15])[CH2:9]3)=[CH:4][C:3]=2[CH3:21])=[CH:43][CH:42]=1 |f:1.2.3|. Procedure details: To a stirred solution of (+)-(R)-tert-butyl 2-(4-amino-3-methylphenyl)morpholine-4-carboxylate (99 mg) in dichloromethane (3 ml) was added a solution of sodium carbonate (72 mg) in water (3 ml). The reaction mixture was cooled to 0° C. and triphosgene (37 mg) was added. The reaction mixture was then stirred at 0° C. for 1 hour. TLC showed all the starting material had reacted. 6-Chloropyridin-3-amine (48 mg, CAS 5350-93-6) was then added and the reaction mixture was stirred at room temperature f... The reactants are BrC=1C=NC=C(C1)Br (3,5-dibromopyridine), CN1CCNCC1 (1-methylpiperazine), CC1(C2=C(C(=CC=C2)P(C3=CC=CC=C3)C4=CC=CC=C4)OC5=C(C=CC=C51)P(C6=CC=CC=C6)C7=CC=CC=C7)C (Xantphos), CC(C)(C)[O-].[Na+] (NaOtBu). The reagents and catalysts are C=1C=CC(=CC1)/C=C/C(=O)/C=C/C2=CC=CC=C2.C=1C=CC(=CC1)/C=C/C(=O)/C=C/C2=CC=CC=C2.C=1C=CC(=CC1)/C=C/C(=O)/C=C/C2=CC=CC=C2.[Pd].[Pd] (Pd2(dba)3). Run in C1(=CC=CC=C1)C (toluene). Product: BrC=1C=C(C=NC1)N1CCN(CC1)C (1-(5-Bromo-pyridin-3-yl)-4-methyl-piperazine). As a reaction SMILES: Br[C:2]1[CH:3]=[N:4][CH:5]=[C:6]([Br:8])[CH:7]=1.[CH3:9][N:10]1[CH2:15][CH2:14][NH:13][CH2:12][CH2:11]1.CC1(C)C2C(=C(P(C3C=CC=CC=3)C3C=CC=CC=3)C=CC=2)OC2C(P(C3C=CC=CC=3)C3C=CC=CC=3)=CC=CC1=2.CC([O-])(C)C.[Na+]>C1(C)C=CC=CC=1.C1C=CC(/C=C/C(/C=C/C2C=CC=CC=2)=O)=CC=1.C1C=CC(/C=C/C(/C=C/C2C=CC=CC=2)=O)=CC=1.C1C=CC(/C=C/C(/C=C/C2C=CC=CC=2)=O)=CC=1.[Pd].[Pd]>[Br:8][C:6]1[CH:7]=[C:2]([N:13]2[CH2:14][CH2:15][N:10]([CH3:9])[CH2:11][CH2:12]2)[CH:3]=[N:4][CH:5]=1 |f:3.4,6.7.8.9.10|. Procedure: To a solution of 3,5-dibromopyridine (Sigma-Aldrich, St. Louis, USA) (1 eq, 8.4 mmol, 2.0 g) and 1-methylpiperazine (Sigma-Aldrich, St. Louis, USA) (1 eq, 8.4 mmol, 0.94 ml) in toluene (20 ml), Pd2(dba)3 (0.02 eq, 0.167 mmol, 153 mg), Xantphos (0.06 eq, 0.50 mmol, 290 mg), and NaOtBu (1.5 eq, 12.5 mmol, 1.2 g) are added. The resulting mixture is heated using microwave radiation at 120° C. for 15 min. The solvents are evaporated and aqueous HCl solution (1 M) is added. The aqueous layer is washed... The reactants are CC([O-])=[SH]CC(Cc1ccccc1)NC(=O)N1CCCC1, NN, O. Yields the product O=C(NC(CS)Cc1ccccc1)N1CCCC1. As a reaction SMILES: [N:1]1([C:6](=[O:7])[NH:8][CH:9]([CH2:10][SH:11]=[C:12]([O-:13])[CH3:14])[CH2:15][c:16]2[cH:17][cH:18][cH:19][cH:20][cH:21]2)[CH2:2][CH2:3][CH2:4][CH2:5]1.[NH2:23][NH2:24].[OH2:22]>>[N:1]1([C:6](=[O:7])[NH:8][CH:9]([CH2:10][SH:11])[CH2:15][c:16]2[cH:17][cH:18][cH:19][cH:20][cH:21]2)[CH2:2][CH2:3][CH2:4][CH2:5]1.